From a dataset of the Open Reaction Database (ORD), a public repository of structured organic reaction records. describe an organic reaction: reactants, conditions, products, and yield RXN SMILES: [Br:11][CH:12]1[CH2:13][CH2:14][CH2:15][CH2:16]1.[Br:3][c:4]1[n:5][cH:6][cH:7][cH:8][c:9]1[OH:10].[CH3:18][N:19]([CH3:20])[CH:21]=[O:22].[H-:1].[Na+:2].[OH2:17]>>[Br:3][c:4]1[n:5][cH:6][cH:7][cH:8][c:9]1[O:10][CH:12]1[CH2:13][CH2:14][CH2:15][CH2:16]1. Product: Brc1ncccc1OC1CCCC1. Reactants: BrC1CCCC1, Oc1cccnc1Br, CN(C)C=O, [H-], [Na+], O. The product is FC1=C2C(=C(N=C1)C1=NN(C=C1)CCN1CCOCC1)NC=C2C(C(=O)N2CCN(CC2)C2=NN=NN2C2=CC=CC=C2)=O (1-(4-fluoro-7-(1-(2-morpholinoethyl)-1H-pyrazol-3-yl)-1H-pyrrolo[2,3-c]pyridin-3-yl)-2-(4-(1-phenyl-1H-tetrazol-5-yl)piperazin-1-yl)ethane-1,2-dione). Reaction SMILES: [F:1][C:2]1[CH:7]=[N:6][C:5]([C:8]2[CH:12]=[CH:11][NH:10][N:9]=2)=[C:4]2[NH:13][CH:14]=[C:15]([C:16](=[O:36])[C:17]([N:19]3[CH2:24][CH2:23][N:22]([C:25]4[N:29]([C:30]5[CH:35]=[CH:34][CH:33]=[CH:32][CH:31]=5)[N:28]=[N:27][N:26]=4)[CH2:21][CH2:20]3)=[O:18])[C:3]=12.[H-].[Na+].Cl[CH2:40][CH2:41][N:42]1[CH2:47][CH2:46][O:45][CH2:44][CH2:43]1>CN(C=O)C>[F:1][C:2]1[CH:7]=[N:6][C:5]([C:8]2[CH:12]=[CH:11][N:10]([CH2:40][CH2:41][N:42]3[CH2:47][CH2:46][O:45][CH2:44][CH2:43]3)[N:9]=2)=[C:4]2[NH:13][CH:14]=[C:15]([C:16](=[O:36])[C:17]([N:19]3[CH2:24][CH2:23][N:22]([C:25]4[N:29]([C:30]5[CH:31]=[CH:32][CH:33]=[CH:34][CH:35]=5)[N:28]=[N:27][N:26]=4)[CH2:21][CH2:20]3)=[O:18])[C:3]=12 |f:1.2|. Procedure: 1-(4-fluoro-7-(1H-pyrazol-3-yl)-1H-pyrrolo[2,3-c]pyridin-3-yl)-2-(4-(1-phenyl-1H-tetrazol-5-yl)piperazin-1-yl)ethane-1,2-dione (40 mg, 0.08 mmol) in DMF (1 mL) was treated with sodium hydride (60% in oil, 33 mg, 0.8 mmol) and stirred at room temperature for 5 min. 4-(2-chloroethyl)morpholine (149 mg, 0.8 mmol) was added and the mixture was stirred at rt for 1 h. Reaction was quenched with H2O and concentrated under reduced pressure. The residue was dissolved in DMF and purified using reverse pha... The solvent is CN(C)C=O (DMF). Run at time 5 minute. Yield: 41.7%. The reactants are FC1=C2C(=C(N=C1)C1=NNC=C1)NC=C2C(C(=O)N2CCN(CC2)C2=NN=NN2C2=CC=CC=C2)=O (1-(4-fluoro-7-(1H-pyrazol-3-yl)-1H-pyrrolo[2,3-c]pyridin-3-yl)-2-(4-(1-phenyl-1H-tetrazol-5-yl)piperazin-1-yl)ethane-1,2-dione), [H-].[Na+] (sodium hydride), ClCCN1CCOCC1 (4-(2-chloroethyl)morpholine). Reactants: CO, O=Cc1ccccc1, OCCNCCO, O=C(O)CC(=O)O. Product: O=C(O)C(Cc1ccccc1)(C(=O)O)N(CCO)CCO. As a reaction SMILES: [CH3:23][OH:24].[CH:15](=[O:16])[c:17]1[cH:18][cH:19][cH:20][cH:21][cH:22]1.[NH:8]([CH2:9][CH2:10][OH:11])[CH2:12][CH2:13][OH:14].[OH:1][C:2](=[O:3])[CH2:4][C:5]([OH:6])=[O:7]>>[OH:1][C:2](=[O:3])[C:4]([C:5]([OH:6])=[O:7])([N:8]([CH2:9][CH2:10][OH:11])[CH2:12][CH2:13][OH:14])[CH2:15][c:17]1[cH:18][cH:19][cH:20][cH:21][cH:22]1. Starting materials: CC=1NC(=C(C(C1C(=O)OCC)C1=CC(=CC=C1)[N+](=O)[O-])C(=O)OCC)C(OCC)OCC (diethyl 2-methyl-4-(3-nitrophenyl)-6-diethoxymethyl-1,4-dihydropyridine-3,5-dicarboxylate), Cl (hydrochloride). The yield is 92.7%. Product: CC=1NC(=C(C(C1C(=O)OCC)C1=CC(=CC=C1)[N+](=O)[O-])C(=O)OCC)C=O (diethyl 2-methyl-4-(3-nitrophenyl)-6-formyl-1,4-dihydropyridine-3,5-dicarboxylate). Reaction SMILES: [CH3:1][C:2]1[NH:3][C:4]([CH:27](OCC)[O:28]CC)=[C:5]([C:22]([O:24][CH2:25][CH3:26])=[O:23])[CH:6]([C:13]2[CH:18]=[CH:17][CH:16]=[C:15]([N+:19]([O-:21])=[O:20])[CH:14]=2)[C:7]=1[C:8]([O:10][CH2:11][CH3:12])=[O:9].Cl>CC(C)=O>[CH3:1][C:2]1[NH:3][C:4]([CH:27]=[O:28])=[C:5]([C:22]([O:24][CH2:25][CH3:26])=[O:23])[CH:6]([C:13]2[CH:18]=[CH:17][CH:16]=[C:15]([N+:19]([O-:21])=[O:20])[CH:14]=2)[C:7]=1[C:8]([O:10][CH2:11][CH3:12])=[O:9]. Procedure details: To a solution of diethyl 2-methyl-4-(3-nitrophenyl)-6-diethoxymethyl-1,4-dihydropyridine-3,5-dicarboxylate (462.5 mg) in acetone (4 ml) was added 6N-hydrochloride acid (0.4 ml) and stirred at room temperature for an hour. After the reaction, the solvent was removed from the resultant solution. To the residue was added water, and the residue was pulverized. The powder was collected by filtration, washed with water and dried to give diethyl 2-methyl-4-(3-nitrophenyl)-6-formyl-1,4-dihydropyridine-3... The solvent is CC(=O)C (acetone).